This data is from the Open Reaction Database (ORD), a public repository of structured organic reaction records. The task is: describe an organic reaction: reactants, conditions, products, and yield The reactants are F[B-](F)(F)F, CCc1cc(C(=O)NN)cc(C)n1, CCc1sc(C(=O)O)c2c1CC(C)(C)CC2, CCOCC, CCN(C(C)C)C(C)C, Cl, CN(C)C=O, CN(C)C(On1nnc2ccccc21)=[N+](C)C. Yields the product CCc1cc(C(=O)NNC(=O)c2sc(CC)c3c2CCC(C)(C)C3)cc(C)n1. As a reaction SMILES: [B-:40]([F:41])([F:42])([F:43])[F:44].[CH2:18]([CH3:19])[c:20]1[cH:21][c:22]([C:23](=[O:24])[NH:25][NH2:26])[cH:27][c:28]([CH3:30])[n:29]1.[CH2:1]([CH3:2])[c:3]1[c:4]2[c:5]([c:6]([C:8](=[O:9])[OH:10])[s:7]1)[CH2:11][CH2:12][C:13]([CH3:15])([CH3:16])[CH2:14]2.[CH3:67][CH2:68][O:69][CH2:70][CH3:71].[CH:31]([N:32]([CH2:33][CH3:34])[CH:35]([CH3:36])[CH3:37])([CH3:38])[CH3:39].[ClH:17].[O:62]=[CH:63][N:64]([CH3:65])[CH3:66].[n:45]1([O:46][C:47]([N:48]([CH3:49])[CH3:50])=[N+:51]([CH3:52])[CH3:53])[c:54]2[cH:55][cH:56][cH:57][cH:58][c:59]2[n:60][n:61]1>>[CH2:1]([CH3:2])[c:3]1[c:4]2[c:5]([c:6]([C:8](=[O:10])[NH:26][NH:25][C:23]([c:22]3[cH:21][c:20]([CH2:18][CH3:19])[n:29][c:28]([CH3:30])[cH:27]3)=[O:24])[s:7]1)[CH2:11][CH2:12][C:13]([CH3:15])([CH3:16])[CH2:14]2. Reported procedure: To a solution of 2-amino-3-methylbenzoic acid (6 g) in dry 1,4-dioxane (50 mL) was added dropwise a solution of trichloromethyl chloroformate (8 mL) in dry 1,4-dioxane (25 mL), with ice-water cooling to keep the reaction temperature below 25° C. A white precipitate began to form during the addition. The reaction mixture was stirred at room temperature overnight. The precipitated solids were removed by filtration and washed with 1,4-dioxane (2×20 mL) and hexane (2×15 mL) and air-dried to yield 6.... As a reaction SMILES: [NH2:1][C:2]1[C:10]([CH3:11])=[CH:9][CH:8]=[CH:7][C:3]=1[C:4]([OH:6])=[O:5].Cl[C:13](OC(Cl)(Cl)Cl)=[O:14]>O1CCOCC1>[CH3:11][C:10]1[C:2]2[NH:1][C:13](=[O:14])[O:5][C:4](=[O:6])[C:3]=2[CH:7]=[CH:8][CH:9]=1. Run in O1CCOCC1 (1,4-dioxane), O1CCOCC1 (1,4-dioxane). Reactants: ice water, NC1=C(C(=O)O)C=CC=C1C (2-amino-3-methylbenzoic acid), ClC(=O)OC(Cl)(Cl)Cl (trichloromethyl chloroformate). Yields the product CC1=CC=CC=2C(OC(NC21)=O)=O (8-methyl-2H-3,1-benzoxazine-2,4(1H)-dione). Reaction conditions: time 8 hour. The reactants are NC1=C(NC2=C(C=CC(=C12)C)C)C(=O)OC (methyl 3-amino-4,7-dimethylindole-2-carboxylate), N1=CC=CC=C1 (pyridine), O (water), solution, C(C)(=O)Cl (acetyl chloride). Solvent: C1CCOC1 (THF), C1CCOC1 (THF). Conditions: temperature 0 celsius, time 30 minute. Product: C(C)(=O)NC1=C(NC2=C(C=CC(=C12)C)C)C(=O)OC (methyl 3-acetylamino-4,7-dimethylindole-2-carboxylate). Isolated yield 27.9%. As a reaction SMILES: [NH2:1][C:2]1[C:10]2[C:5](=[C:6]([CH3:12])[CH:7]=[CH:8][C:9]=2[CH3:11])[NH:4][C:3]=1[C:13]([O:15][CH3:16])=[O:14].N1C=CC=CC=1.[C:23](Cl)(=[O:25])[CH3:24].O>C1COCC1>[C:23]([NH:1][C:2]1[C:10]2[C:5](=[C:6]([CH3:12])[CH:7]=[CH:8][C:9]=2[CH3:11])[NH:4][C:3]=1[C:13]([O:15][CH3:16])=[O:14])(=[O:25])[CH3:24]. Procedure details: A mixture of 0.6 g (2.75 mmol) of methyl 3-amino-4,7-dimethylindole-2-carboxylate, 0.22 ml (3.3 mmol) of pyridine and 15 ml of anhydrous THF was cooled to 0° C. 10 ml of a solution of 0.24 ml (3.3 mmol) of acetyl chloride in anhydrous THF was added dropwise over a period of 30 minutes. After completion of the addition, the reaction mixture was stirred for 30 minutes. The reaction mixture was poured into 200 ml of water and extracted with 30 ml of ethyl acetate three times. The ethyl acetate laye... The solvent is CN(C=O)C (N,N-dimethylformamide), C(C)(=O)O (acetic acid), CCCCCC (hexane), [Cl-].[Na+].O (brine). Starting materials: C(C)(C)NC(C)C (diisopropylamine), solution, C(CCC)[Li] (n-butyllithium), O1CCCC1 (tetrahydrofuran), C(C)(C)[N-]C(C)C.[Li+] (lithium diisopropylamide), ClC1=C(C#N)C=CC(=C1)F (2-chloro-4-fluorobenzonitrile), O1CCCC1 (tetrahydrofuran). Product: ClC1=C(C#N)C=CC(=C1C=O)F (2-chloro-4-fluoro-3-formylbenzonitrile). Procedure: To a solution (300 mL) of diisopropylamine (12.4 mL) in tetrahydrofuran was added dropwise 1.6 mol/L solution (55.4 mL) of n-butyllithium in hexane at −78° C., and the mixture was stirred at 0° C. for 1 hr. To the prepared lithium diisopropylamide was added dropwise a solution (70 mL) of 2-chloro-4-fluorobenzonitrile (12.0 g) in tetrahydrofuran at −78° C. After the reaction mixture was stirred at the same temperature for 1 hr, N,N-dimethylformamide (6.90 mL) was added thereto. The reaction mixtu... RXN SMILES: C(NC(C)C)(C)C.C([Li])CCC.C([N-]C(C)C)(C)C.[Li+].[Cl:21][C:22]1[CH:29]=[C:28]([F:30])[CH:27]=[CH:26][C:23]=1[C:24]#[N:25].[O:31]1CCC[CH2:32]1>CCCCCC.[Cl-].[Na+].O.C(O)(=O)C.CN(C)C=O>[Cl:21][C:22]1[C:29]([CH:32]=[O:31])=[C:28]([F:30])[CH:27]=[CH:26][C:23]=1[C:24]#[N:25] |f:2.3,7.8.9|. Run at temperature 0 celsius, time 1 hour. Starting materials: CN1N=CC(=C1)C (1,4-dimethyl-1H-pyrazole), O1CCCC1 (tetrahydrofuran), C(CCC)[Li] (n-butyllithium), CCCCCC (hexane), C(C)(C)OB1OC(C(O1)(C)C)(C)C (2-isopropoxy-4,4,5,5-tetramethyl-1,3,2-dioxaborolane). Run at time 1 hour. The product is CN1N=CC(=C1B1OC(C(O1)(C)C)(C)C)C (1,4-dimethyl-5-(4,4,5,5-tetramethyl-1,3,2-dioxaborolan-2-yl)-1H-pyrazole). Isolated yield 8.0%. RXN SMILES: [CH3:1][N:2]1[CH:6]=[C:5]([CH3:7])[CH:4]=[N:3]1.O1CCCC1.C([Li])CCC.CCCCCC.C(O[B:28]1[O:32][C:31]([CH3:34])([CH3:33])[C:30]([CH3:36])([CH3:35])[O:29]1)(C)C>>[CH3:1][N:2]1[C:6]([B:28]2[O:32][C:31]([CH3:34])([CH3:33])[C:30]([CH3:36])([CH3:35])[O:29]2)=[C:5]([CH3:7])[CH:4]=[N:3]1. Procedure: A solution of 1,4-dimethyl-1H-pyrazole (480.0 mg, 4.993 mol) in tetrahydrofuran (20 mL, 300 mmol) at 0° C. was added 1.6 M n-butyllithium in hexane (4.7 mL, 7.5 mmol). The solution was stirred at room temperature for 1 h and then cooled to −78° C. To the solution was added 2-isopropoxy-4,4,5,5-tetramethyl-1,3,2-dioxaborolane (1.63 mL, 7.99 mmol). The reaction mixture was stirred at −78° C. for 0.5 h, then warmed up to 0° C. (taking 0.5 h). The reaction was quenched with brine and extracted with ...